Dataset: the Open Reaction Database (ORD), a public repository of structured organic reaction records. Task: describe an organic reaction: reactants, conditions, products, and yield Starting materials: 1-Chloro-N,N-2-trimethylpropenylamine, N1(CCC1)C(=O)C=1C=C(C(=NC1)OC=1C=C(C(=O)O)C=C(C1)OC(CF)CF)Cl (3-{[5-(azetidin-1-ylcarbonyl)-3-chloropyridin-2-yl]oxy}-5-{[2-fluoro-1-(fluoromethyl)ethyl]oxy}benzoic acid), N1=CC=CC=C1 (Pyridine), NC1=NC=C(N=C1)C (2-amino-5-methylpyrazine). The solvent is C(Cl)Cl (DCM). Reaction conditions: time 35 minute. The product is N1(CCC1)C(=O)C=1C=C(C(=NC1)OC=1C=C(C(=O)NC2=NC=C(N=C2)C)C=C(C1)OC(CF)CF)Cl (3-{[5-(Azetidin-1-ylcarbonyl)-3-chloropyridin-2-yl]oxy}-5-{[2-fluoro-1-(fluoromethyl)ethyl]oxy}-N-(5-methylpyrazin-2-yl)benzamide). The yield is 57.9%. Reaction SMILES: [N:1]1([C:5]([C:7]2[CH:8]=[C:9]([Cl:29])[C:10]([O:13][C:14]3[CH:15]=[C:16]([CH:20]=[C:21]([O:23][CH:24]([CH2:27][F:28])[CH2:25][F:26])[CH:22]=3)[C:17](O)=[O:18])=[N:11][CH:12]=2)=[O:6])[CH2:4][CH2:3][CH2:2]1.N1C=CC=CC=1.[NH2:36][C:37]1[CH:42]=[N:41][C:40]([CH3:43])=[CH:39][N:38]=1>C(Cl)Cl>[N:1]1([C:5]([C:7]2[CH:8]=[C:9]([Cl:29])[C:10]([O:13][C:14]3[CH:15]=[C:16]([CH:20]=[C:21]([O:23][CH:24]([CH2:25][F:26])[CH2:27][F:28])[CH:22]=3)[C:17]([NH:36][C:37]3[CH:42]=[N:41][C:40]([CH3:43])=[CH:39][N:38]=3)=[O:18])=[N:11][CH:12]=2)=[O:6])[CH2:4][CH2:3][CH2:2]1. Reported procedure: 1-Chloro-N,N-2-trimethylpropenylamine (0.08 mL, 0.60 mmol) was added to a solution of 3-{[5-(azetidin-1-ylcarbonyl)-3-chloropyridin-2-yl]oxy}-5-{[2-fluoro-1-(fluoromethyl)ethyl]oxy}benzoic acid (215 mg, 0.5 mmol) in DCM (5 mL) and the reaction stirred at RT for 30-40 minutes. Pyridine (0.08 mL, 1.0 mmol) and 2-amino-5-methylpyrazine (108 mg, 1.0 mmol) were added and the reaction stirred for 16 hours before being concentrated in vacuo and water (20 mL) added. The mixture was extracted with ethyl ... Reactants: C1(=CC=C(C=C1)S(=O)(=O)C(C1=CC=C(C=C1)F)[N+]#[C-])C (α-(p-Toluenesulfonyl)-4-fluorobenzylisocyanide), N1=CC=C(C=C1)C=NC1CCN2CCCC2C1 ((±)-7-(4-pyridylmethyleneamino)-1,2,3,5,6,7,8,8a-octahydroindolizine), C1CCC2=NCCCN2CC1 (1,8-diazabicyclo[5.4.0]-7-undecene). The solvent is ClCCl (dichloromethane). Run at time 2 hour. The product is FC1=CC=C(C=C1)C=1N=CN(C1C1=CC=NC=C1)C1CCN2CCCC2C1 ((±)-4-(4-Fluorophenyl)-5-(pyridin-4-yl)-1-(1,2,3,5,6,7,8,8a-octahydroindolizin-7-yl)imidazole). Isolated yield 14.8%. RXN SMILES: C1(C)C=CC(S([CH:10]([N+:18]#[C-:19])[C:11]2[CH:16]=[CH:15][C:14]([F:17])=[CH:13][CH:12]=2)(=O)=O)=CC=1.[N:21]1[CH:26]=[CH:25][C:24]([CH:27]=[N:28][CH:29]2[CH2:37][CH:36]3[N:32]([CH2:33][CH2:34][CH2:35]3)[CH2:31][CH2:30]2)=[CH:23][CH:22]=1.C1CCN2C(=NCCC2)CC1>ClCCl>[F:17][C:14]1[CH:13]=[CH:12][C:11]([C:10]2[N:18]=[CH:19][N:28]([CH:29]3[CH2:37][CH:36]4[N:32]([CH2:33][CH2:34][CH2:35]4)[CH2:31][CH2:30]3)[C:27]=2[C:24]2[CH:23]=[CH:22][N:21]=[CH:26][CH:25]=2)=[CH:16][CH:15]=1. Procedure details: α-(p-Toluenesulfonyl)-4-fluorobenzylisocyanide (10.1 g, 34.9 mmol) and (±)-7-(4-pyridylmethyleneamino)-1,2,3,5,6,7,8,8a-octahydroindolizine (8.0 g (34.9 mmol), prepared as described in 2)) were dissolved in dichloromethane (150 ml). To the solution was added 1,8-diazabicyclo[5.4.0]-7-undecene (5.22 ml, 34.9 mmol), and the resulting mixture was stirred at room temperature for 2 hours. At the end of this time, the reaction mixture was concentrated by evaporation under reduced pressure. To the resi... Reaction SMILES: C(NC(C)C)(C)C.C([Li])CCC.C(=O)=O.CC(C)=O.[CH3:20][C:21]1[CH:25]=[C:24]([CH3:26])[O:23][N:22]=1.Br[CH2:28][CH2:29][CH2:30][CH2:31][CH2:32][CH2:33][O:34][C:35]1[CH:40]=[CH:39][C:38]([C:41]2[O:42][CH2:43][CH2:44][N:45]=2)=[CH:37][CH:36]=1>O1CCCC1>[O:42]1[CH2:43][CH2:44][N:45]=[C:41]1[C:38]1[CH:39]=[CH:40][C:35]([O:34][CH2:33][CH2:32][CH2:31][CH2:30][CH2:29][CH2:28][CH2:26][C:24]2[O:23][N:22]=[C:21]([CH3:20])[CH:25]=2)=[CH:36][CH:37]=1 |f:2.3|. The reactants are ice acetone, BrCCCCCCOC1=CC=C(C=C1)C=1OCCN1 (2-[4-(6-bromohexyloxy)phenyl]-4,5-dihydro-oxazole), C(=O)=O.CC(=O)C (Dry Ice acetone), C(C)(C)NC(C)C (diisopropylamine), ice acetone, C(CCC)[Li] (n-butyllithium), CC1=NOC(=C1)C (3,5-dimethylisoxazole). Yields the product O1C(=NCC1)C1=CC=C(OCCCCCCCC2=CC(=NO2)C)C=C1 (5-{7-[4-(4,5-dihydro-2-oxazolyl)phenoxy]heptyl}-3-methylisoxazole). Run in O1CCCC1 (THF), O1CCCC1 (tetrahydrofuran). Reported procedure: To a stirring solution of 48.6 g (0.48 moles) diisopropylamine in 520 ml tetrahydrofuran (THF) at -5° C. (ice/acetone bath) was added 185 ml of 2.6M n-butyllithium (0.48 moles) under nitrogen. The addition was complete after 30 minutes and the pale yellow solution was maintained at -5° to +5° C. for an additional 30 minutes. The ice/acetone bath was replaced by Dry Ice/acetone and when the internal temperature reached -55° C., 46.6 g (0.48 moles) 3,5-dimethylisoxazole was added dropwise over 20 ... Reaction conditions: temperature -55 celsius, time 30 minute. Isolated yield 76.9%. Starting materials: ClC=1C=C(CN2CC(OCC2)CN)C=CC1Cl ([4-(3,4-Dichlorobenzyl)morpholin-2-yl]methylamine), N(=C=O)CC1=CC=C(C=C1)OC (1-(isocyanatomethyl)-4-methoxybenzene). Yields the product ClC=1C=C(CN2CC(OCC2)CNC(=O)NCC2=CC=C(C=C2)OC)C=CC1Cl (N-{[4-(3,4-Dichlorobenzyl)morpholin-2-yl]methyl}-N′-(4-methoxybenzyl)urea). RXN SMILES: [Cl:1][C:2]1[CH:3]=[C:4]([CH:14]=[CH:15][C:16]=1[Cl:17])[CH2:5][N:6]1[CH2:11][CH2:10][O:9][CH:8]([CH2:12][NH2:13])[CH2:7]1.[N:18]([CH2:21][C:22]1[CH:27]=[CH:26][C:25]([O:28][CH3:29])=[CH:24][CH:23]=1)=[C:19]=[O:20]>>[Cl:1][C:2]1[CH:3]=[C:4]([CH:14]=[CH:15][C:16]=1[Cl:17])[CH2:5][N:6]1[CH2:11][CH2:10][O:9][CH:8]([CH2:12][NH:13][C:19]([NH:18][CH2:21][C:22]2[CH:27]=[CH:26][C:25]([O:28][CH3:29])=[CH:24][CH:23]=2)=[O:20])[CH2:7]1. Reported procedure: Example 2 was prepared in an analogous manner to Example 1 using a mixture of Intermediate 3 (0.025 g) and 1-(isocyanatomethyl)-4-methoxybenzene (19.5 μl) to give the title compound (0.0257 g). LC-MS (System A): Rt 2.23 mins, Mass Spectrum m/z 438 [MH+]. The reactants are C1CCOC1, CO, CN1CCN(c2cc(CS(=O)(=O)c3cccc4ccccc34)c([N+](=O)[O-])c(OCCCl)c2)CC1. Yields the product CN1CCN(c2cc(CS(=O)(=O)c3cccc4ccccc34)c(N)c(OCCCl)c2)CC1. As a reaction SMILES: [CH2:35]1[O:36][CH2:37][CH2:38][CH2:39]1.[CH3:40][OH:41].[Cl:1][CH2:2][CH2:3][O:4][c:5]1[cH:6][c:7]([N:28]2[CH2:29][CH2:30][N:31]([CH3:34])[CH2:32][CH2:33]2)[cH:8][c:9]([CH2:14][S:15](=[O:16])(=[O:17])[c:18]2[cH:19][cH:20][cH:21][c:22]3[cH:23][cH:24][cH:25][cH:26][c:27]23)[c:10]1[N+:11]([O-:12])=[O:13]>>[Cl:1][CH2:2][CH2:3][O:4][c:5]1[cH:6][c:7]([N:28]2[CH2:29][CH2:30][N:31]([CH3:34])[CH2:32][CH2:33]2)[cH:8][c:9]([CH2:14][S:15](=[O:16])(=[O:17])[c:18]2[cH:19][cH:20][cH:21][c:22]3[cH:23][cH:24][cH:25][cH:26][c:27]23)[c:10]1[NH2:11]. Reactants: NC1=C(C(=CC(=C1Cl)Cl)N)C (2,6-diamino-3,4-dichlorotoluene), [H][H] (hydrogen), C(C)(=O)[O-].[NH4+] (ammonium acetate), C (charcoal). The reagents and catalysts are [Pt] (platinum). The solvent is CO (methanol). The product is NC1=C(C(=CC(=C1)Cl)N)C (2,6-Diamino-4-chlorotoluene). Yield: 97.1%. RXN SMILES: [NH2:1][C:2]1[C:7](Cl)=[C:6]([Cl:9])[CH:5]=[C:4]([NH2:10])[C:3]=1[CH3:11].[H][H].C([O-])(=O)C.[NH4+].C>[Pt].CO>[NH2:1][C:2]1[CH:7]=[C:6]([Cl:9])[CH:5]=[C:4]([NH2:10])[C:3]=1[CH3:11] |f:2.3|. Procedure details: 19.1 g (0.1 mol) of 2,6-diamino-3,4-dichlorotoluene are hydrogenated with hydrogen under a total pressure of 180 bar in an autoclave, in the presence of 500 ml of methanol, 15.4 g (0.2 mol) of ammonium acetate and 2 g of 1% strength platinum on medicinal charcoal, at 150° C. After separating off the catalyst by filtration and removing the solvent, the residue if taken up in water and the mixture is rendered neutral with sodium hydroxide solution and extracted with methylene chloride. 2,6-Diamino...